describe an organic reaction: reactants, conditions, products, and yield From a dataset of the Open Reaction Database (ORD), a public repository of structured organic reaction records. Reactants: C=C(C)C(=O)OCCCC, CN(C)CC(C)(C)CN, Oc1ccc(O)cc1. Yields the product C=C(C)C(=O)NCC(C)(C)CN(C)C. Reaction SMILES: [C:1]([C:2](=[CH2:3])[CH3:4])([O:6][CH2:5][CH2:7][CH2:8][CH3:9])=[O:10].[CH3:11][N:12]([CH2:13][C:14]([CH2:15][NH2:16])([CH3:17])[CH3:18])[CH3:19].[OH:20][c:21]1[cH:22][cH:23][c:24]([OH:25])[cH:26][cH:27]1>>[C:1]([C:2](=[CH2:3])[CH3:4])(=[O:6])[NH:16][CH2:15][C:14]([CH2:13][N:12]([CH3:11])[CH3:19])([CH3:17])[CH3:18]. The reactants are CS(=O)(=O)O (Methanesulfonic acid), C(C)N1C2=C(N(C(C(C1=O)(C)C)=O)C)C=C(C=C2)OCCCN2C=C(C(C1=CC=CC=C21)=O)C=2C=NC(=CC2)OC (1-ethyl-7-{3-[3-(6-methoxypyridin-3-yl)-4-oxo-4H-quinoline-1-yl]propoxy}-3,3,5-trimethyl-1,5-dihydrobenzo[b][1,4]diazepine-2,4-dione). Run in C(C)(=O)OCC.C(C)(C)O (ethyl acetate isopropyl alcohol). The product is S(C)(=O)(=O)O.C(C)N1C2=C(N(C(C(C1=O)(C)C)=O)C)C=C(C=C2)OCCCN2C=C(C(C1=CC=CC=C21)=O)C=2C=NC(=CC2)OC (1-ethyl-7-{3-[3-(6-methoxypyridin-3-yl)-4-oxo-4H-quinoline-1-yl]propoxy}-3,3,5-trimethyl-1,5-dihydrobenzo[b][1,4]diazepine-2,4-dione mesylate). Reaction SMILES: [CH3:1][S:2]([OH:5])(=[O:4])=[O:3].[CH2:6]([N:8]1[C:14](=[O:15])[C:13]([CH3:17])([CH3:16])[C:12](=[O:18])[N:11]([CH3:19])[C:10]2[CH:20]=[C:21]([O:24][CH2:25][CH2:26][CH2:27][N:28]3[C:37]4[C:32](=[CH:33][CH:34]=[CH:35][CH:36]=4)[C:31](=[O:38])[C:30]([C:39]4[CH:40]=[N:41][C:42]([O:45][CH3:46])=[CH:43][CH:44]=4)=[CH:29]3)[CH:22]=[CH:23][C:9]1=2)[CH3:7]>C(OCC)(=O)C.C(O)(C)C>[S:2]([OH:5])(=[O:4])(=[O:3])[CH3:1].[CH2:6]([N:8]1[C:14](=[O:15])[C:13]([CH3:17])([CH3:16])[C:12](=[O:18])[N:11]([CH3:19])[C:10]2[CH:20]=[C:21]([O:24][CH2:25][CH2:26][CH2:27][N:28]3[C:37]4[C:32](=[CH:33][CH:34]=[CH:35][CH:36]=4)[C:31](=[O:38])[C:30]([C:39]4[CH:40]=[N:41][C:42]([O:45][CH3:46])=[CH:43][CH:44]=4)=[CH:29]3)[CH:22]=[CH:23][C:9]1=2)[CH3:7] |f:2.3,4.5|. Reported procedure: Methanesulfonic acid(0.024 ml) was added to an ethyl acetate/isopropyl alcohol solution(1:1, 8 ml) of 1-ethyl-7-{3-[3-(6-methoxypyridin-3-yl)-4-oxo-4H-quinoline-1-yl]propoxy}-3,3,5-trimethyl-1,5-dihydrobenzo[b][1,4]diazepine-2,4-dione(0.2 g) at 0° C., which was stirred at the same temperature for 2 hours. The precipitated insoluble matter was separated, washed with isopropyl alcohol, and dried to give the title compound(0.19 g) as a white powder. Reactants: CC(C)O (2-Propanol), O (water), C(C1=CC=CC=C1)C1=NC(=CC=C1OCOC)N1C([C@H](CC1)O)=O (2-benzyl-3-methoxymethyloxy-6-[(3S)-3-hydroxy-2-pyrrolidinone-1-yl]pyridine). Run in CC(=O)C (acetone). Conditions: time 1.5 hour. Yields the product C(C1=CC=CC=C1)C1=NC(=CC=C1O)N1C(C2(CC1)OCCO2)=O (2-Benzyl-6-(3,3-ethylenedioxy-2-pyrrolidinone-1-yl)-3-hydroxypyridine). As a reaction SMILES: [CH2:1]([C:8]1[C:13]([O:14]COC)=[CH:12][CH:11]=[C:10]([N:18]2[CH2:22][CH2:21][C@H:20]([OH:23])[C:19]2=[O:24])[N:9]=1)[C:2]1[CH:7]=[CH:6][CH:5]=[CH:4][CH:3]=1.[CH3:25][CH:26]([OH:28])C.O>CC(C)=O>[CH2:1]([C:8]1[C:13]([OH:14])=[CH:12][CH:11]=[C:10]([N:18]2[CH2:22][CH2:21][C:20]3([O:23][CH2:25][CH2:26][O:28]3)[C:19]2=[O:24])[N:9]=1)[C:2]1[CH:7]=[CH:6][CH:5]=[CH:4][CH:3]=1. Reported procedure: 1.1 g of 2-benzyl-3-methoxymethyloxy-6-[(3S)-3-hydroxy-2-pyrrolidinone-1-yl]pyridine was dissolved in 20 ml of acetone, and 1 ml of a Jone's reagent was added thereto, followed by stirring at room temperature for 1.5 hours. 2-Propanol and water were added thereto, followed by extracting with ethyl acetate. The organic phase was further washed with brine, dried over anhydrous sodium sulfate and the solvent was removed. The resulting residue was dissolved in 20 ml of toluene. 1 ml of ethylene glyc... Starting materials: C(C=C)N(C/C=C/COC1=C(C=C(C=C1)C(CC(C=C(C)C)O)=O)F)C ((E)-(RS)-1-[4-[4-(allyl-methyl-amino)-but-2-enyloxy]-3-fluoro-phenyl]-3-hydroxy-5-methyl-hex-4-en-1-one), C1(=CC=C(C=C1)S(=O)(=O)O)C (p-toluenesulphonic acid). Run in C1(=CC=CC=C1)C (toluene). Run at time 2.5 hour. Yields the product C(C=C)N(C/C=C/COC1=C(C=C(C=C1)C(\C=C\C=C(C)C)=O)F)C ((E)-1-[4-[(E)-4-(allyl-methyl-amino)-but-2-enyloxy]-3-fluoro-phenyl]-5-methyl-hexa-2,4-dien-1-one). Yield: 71.1%. RXN SMILES: [CH2:1]([N:4]([CH3:26])[CH2:5]/[CH:6]=[CH:7]/[CH2:8][O:9][C:10]1[CH:15]=[CH:14][C:13]([C:16](=[O:24])[CH2:17][CH:18](O)[CH:19]=[C:20]([CH3:22])[CH3:21])=[CH:12][C:11]=1[F:25])[CH:2]=[CH2:3].C1(C)C=CC(S(O)(=O)=O)=CC=1>C1(C)C=CC=CC=1>[CH2:1]([N:4]([CH3:26])[CH2:5]/[CH:6]=[CH:7]/[CH2:8][O:9][C:10]1[CH:15]=[CH:14][C:13]([C:16](=[O:24])/[CH:17]=[CH:18]/[CH:19]=[C:20]([CH3:21])[CH3:22])=[CH:12][C:11]=1[F:25])[CH:2]=[CH2:3]. Reported procedure: A solution of 4.1 g of (E)-(RS)-1-[4-[4-(allyl-methyl-amino)-but-2-enyloxy]-3-fluoro-phenyl]-3-hydroxy-5-methyl-hex-4-en-1-one (Ex. 21) in 280 ml of toluene is added to 2.6 g of p-toluenesulphonic acid and stirred at room temperature for 2.5 hrs. The reaction mixture is concentrated, the residue is dissolved in methylene chloride, extracted with saturated sodium bicarbonate solution, dried and the residue is concentrated and purified over silica gel with 97.5% methylene chloride/methanol. The fr... The reactants are COc1ccccc1, COc1ccc(CNc2cc3c(cn2)cc(-c2cc(NC(=O)Nc4cccc(F)c4)c(F)cc2Cl)c(=O)n3C(C)C)cc1, O=C(O)C(F)(F)F. Yields the product CC(C)n1c(=O)c(-c2cc(NC(=O)Nc3cccc(F)c3)c(F)cc2Cl)cc2cnc(N)cc21. As a reaction SMILES: [CH3:44][O:45][c:46]1[cH:47][cH:48][cH:49][cH:50][cH:51]1.[Cl:1][c:2]1[cH:3][c:4]([F:43])[c:5]([NH:32][C:33](=[O:34])[NH:35][c:36]2[cH:37][c:38]([F:42])[cH:39][cH:40][cH:41]2)[cH:6][c:7]1-[c:8]1[c:9](=[O:31])[n:10]([CH:28]([CH3:29])[CH3:30])[c:11]2[cH:12][c:13]([NH:18][CH2:19][c:20]3[cH:21][cH:22][c:23]([O:24][CH3:25])[cH:26][cH:27]3)[n:14][cH:15][c:16]2[cH:17]1.[F:52][C:53]([F:54])([F:55])[C:56]([OH:57])=[O:58]>>[Cl:1][c:2]1[cH:3][c:4]([F:43])[c:5]([NH:32][C:33](=[O:34])[NH:35][c:36]2[cH:37][c:38]([F:42])[cH:39][cH:40][cH:41]2)[cH:6][c:7]1-[c:8]1[c:9](=[O:31])[n:10]([CH:28]([CH3:29])[CH3:30])[c:11]2[cH:12][c:13]([NH2:18])[n:14][cH:15][c:16]2[cH:17]1. Starting materials: [Br-].OC1=CC=C(C=C1)C(C[N+]12C[C@@H](C(CC1)CC2)OC([C@H](NC2=CC=CC=C2)C2=CC=CC=C2)=O)=O ((R)-1-(2-(4-hydroxyphenyl)-2-oxoethyl)-3-((R)-2-phenyl-2-(phenylamino)acetoxy)-1-azoniabicyclo[2.2.2]octane bromide), CS(=O)(=O)Cl (methanesulfonyl chloride), TEA, CC#N.O (CH3CN H2O). Solvent: C(Cl)Cl (DCM). Run at time 2 day. The product is [Br-].CS(=O)(=O)OC1=CC=C(C=C1)C(C[N+]12C[C@@H](C(CC1)CC2)OC([C@H](NC2=CC=CC=C2)C2=CC=CC=C2)=O)=O ((R)-1-(2-(4-(methylsulfonyloxy)phenyl)-2-oxoethyl)-3-((R)-2-phenyl-2-(phenylamino)acetoxy)-1-azoniabicyclo[2.2.2]octane bromide). Yield: 31.2%. As a reaction SMILES: [Br-:1].[OH:2][C:3]1[CH:8]=[CH:7][C:6]([C:9](=[O:36])[CH2:10][N+:11]23[CH2:18][CH2:17][CH:14]([CH2:15][CH2:16]2)[C@@H:13]([O:19][C:20](=[O:35])[C@@H:21]([C:29]2[CH:34]=[CH:33][CH:32]=[CH:31][CH:30]=2)[NH:22][C:23]2[CH:28]=[CH:27][CH:26]=[CH:25][CH:24]=2)[CH2:12]3)=[CH:5][CH:4]=1.[CH3:37][S:38](Cl)(=[O:40])=[O:39].CC#N.O>C(Cl)Cl>[Br-:1].[CH3:37][S:38]([O:2][C:3]1[CH:8]=[CH:7][C:6]([C:9](=[O:36])[CH2:10][N+:11]23[CH2:16][CH2:15][CH:14]([CH2:17][CH2:18]2)[C@@H:13]([O:19][C:20](=[O:35])[C@@H:21]([C:29]2[CH:30]=[CH:31][CH:32]=[CH:33][CH:34]=2)[NH:22][C:23]2[CH:24]=[CH:25][CH:26]=[CH:27][CH:28]=2)[CH2:12]3)=[CH:5][CH:4]=1)(=[O:40])=[O:39] |f:0.1,3.4,6.7|. Reported procedure: To a solution of (R)-1-(2-(4-hydroxyphenyl)-2-oxoethyl)-3-((R)-2-phenyl-2-(phenylamino)acetoxy)-1-azoniabicyclo[2.2.2]octane bromide (diastereomer 1 of I71) (70 mg, 0.13 mmol) in DCM, were sequentially added methanesulfonyl chloride (9.9 μl, 0.13 mmol) and then TEA (17.7 μl, 0.13 mmol). The reaction mixture was stirred at room temperature for two days. The solvent was evaporated, and the crude product was purified first by trituration with Et2O and then by preparative HPLC (eluents: CH3CN/H2O) t... Starting materials: CO (methanol), C(OC)(OC)OC (trimethyl orthoformate), OS(=O)(=O)O (H2SO4), C(C1=CC=CC=C1)(=O)C=1C(OC(=CC1O)C1=CC=CC=C1)=O (3-benzoyl-4-hydroxy-6-phenyl-pyr-2-one). Run in O (water). The product is C1(=CC=CC=C1)C=1OC(C(C(C1OC)=O)=C=O)C1=CC=CC=C1 (2,6-diphenyl-3-methoxy-carbonyl-pyr-4-one). The yield is 85.0%. RXN SMILES: [CH3:1][OH:2].[CH:3]([O:8][CH3:9])(OC)OC.OS(O)(=O)=O.[C:15]([C:23]1[C:24](=O)[O:25][C:26]([C:30]2[CH:35]=[CH:34][CH:33]=[CH:32][CH:31]=2)=[CH:27][C:28]=1[OH:29])(=O)[C:16]1[CH:21]=[CH:20][CH:19]=CC=1>O>[C:23]1([C:24]2[O:25][CH:26]([C:30]3[CH:31]=[CH:32][CH:33]=[CH:34][CH:35]=3)[C:27](=[C:28]=[O:29])[C:1](=[O:2])[C:3]=2[O:8][CH3:9])[CH:15]=[CH:16][CH:21]=[CH:20][CH:19]=1. Reported procedure: A 200 ml flask was fitted with a N2 inlet, a magnetic stirring bar and a condenser. 50 mls of methanol, 8.0 gms of trimethyl orthoformate, 5.2 gms of concentrated H2SO4 and 5.0 gms of 3-benzoyl-4-hydroxy-6-phenyl-pyr-2-one were added. The resulting mixture was then refluxed for 3 days, cooled, poured into water and extracted with methylene chloride (300 mls). The organic extracts were combined and washed with water. Removal of the solvent provided 4.4 gms of 2,6-diphenyl-3-methoxy-carbonyl-pyr-4... Product: BrC1=C(C=C(C=C1F)C1(OCCO1)CC)F (2-(4-Bromo-3,5-difluorophenyl)-2-ethyl-1,3-dioxolane). Yield: 86.8%. Starting materials: C(CCC)[Li] (n-butyllithium), O1CCCC1 (tetrahydrofuran), FC=1C=C(C=C(C1)F)C1(OCCO1)CC (2-(3,5-difluorophenyl)-2-ethyl-1,3-dioxolane), O1CCCC1 (tetrahydrofuran), BrC(C(Cl)(Cl)Br)(Cl)Cl (1,2-dibromo-1,1,2,2-tetrachloroethane). Procedure details: Under a nitrogen atmosphere at −78° C., n-butyllithium (1.56 M hexane solution, 4.84 ml) was added to a tetrahydrofuran (20 ml) solution of 2-(3,5-difluorophenyl)-2-ethyl-1,3-dioxolane (1.01 g). The reaction liquid was stirred at −78° C. for 15 minutes, then a tetrahydrofuran (10 ml) solution of 1,2-dibromo-1,1,2,2-tetrachloroethane (3.07 g) was added. After stirred at room temperature for 45 minutes, water was added to it, and extracted with chloroform. The organic layer was dried with anhydrou... Solvent: O (water). Conditions: temperature -78 celsius, time 15 minute. As a reaction SMILES: C([Li])CCC.O1CCCC1.[F:11][C:12]1[CH:13]=[C:14]([C:19]2([CH2:24][CH3:25])[O:23][CH2:22][CH2:21][O:20]2)[CH:15]=[C:16]([F:18])[CH:17]=1.[Br:26]C(Cl)(Cl)C(Br)(Cl)Cl>O>[Br:26][C:17]1[C:12]([F:11])=[CH:13][C:14]([C:19]2([CH2:24][CH3:25])[O:20][CH2:21][CH2:22][O:23]2)=[CH:15][C:16]=1[F:18]. Starting materials: CCN(C(C)C)C(C)C, CC(C)O, Clc1ccnc(Cl)n1, Nc1cnc2ccccc2c1. Yields the product Clc1nccc(Nc2cnc3ccccc3c2)n1. RXN SMILES: [CH2:20]([N:21]([CH:22]([CH3:23])[CH3:24])[CH:25]([CH3:26])[CH3:27])[CH3:28].[CH3:29][CH:30]([OH:31])[CH3:32].[Cl:1][c:2]1[n:3][cH:4][cH:5][c:6]([Cl:8])[n:7]1.[NH2:9][c:10]1[cH:11][n:12][c:13]2[cH:14][cH:15][cH:16][cH:17][c:18]2[cH:19]1>>[Cl:1][c:2]1[n:3][cH:4][cH:5][c:6]([NH:9][c:10]2[cH:11][n:12][c:13]3[cH:14][cH:15][cH:16][cH:17][c:18]3[cH:19]2)[n:7]1.